From a dataset of the Open Reaction Database (ORD), a public repository of structured organic reaction records. describe an organic reaction: reactants, conditions, products, and yield Starting materials: C1(CCC1)(CC(=O)O)CC(=O)O (2,2′-(cyclobutane-1,1-diyl)diacetic acid), C(C)(=O)OC(C)=O (acetic anhydride). Yields the product C1CCC12CC(OC(C2)=O)=O (7-oxaspiro[3.5]nonane-6,8-dione). The yield is 52.8%. As a reaction SMILES: [C:1]1([CH2:9][C:10]([OH:12])=[O:11])([CH2:5][C:6]([OH:8])=O)[CH2:4][CH2:3][CH2:2]1.C(OC(=O)C)(=O)C>>[CH2:2]1[C:1]2([CH2:5][C:6](=[O:8])[O:12][C:10](=[O:11])[CH2:9]2)[CH2:4][CH2:3]1. Procedure: 2,2′-(cyclobutane-1,1-diyl)diacetic acid (0.7 g, 4.07 mmol) was dissolved in acetic anhydride (5.75 mL, 61.0 mmol) and refluxed overnight. The solution was cooled to r.t. Acetic anhydride was removed under reduced pressure to give a brown oil, which was then recrystallized by dissolving in ether/hexanes, cooling to 0° C. and collecting crystals by vacuum filtration. The crystals were dried under vacuum overnight producing 7-oxaspiro[3.5]nonane-6,8-dione (2.147 mmol, 52.8% yield) as a light brown... Reported procedure: In a mixed solvent of 5 ml of methanol and 5 ml of 1N aqueous sodium hydroxide solution was dissolved 0.5 g of methyl 6-(4-chlorophenyl)-1-(4-fluorophenyl)-4-oxo-1,4-dihydronicotinate, and they were reacted at room temperature for 30 minutes. After completion of the reaction, the reaction mixture was adjusted to a pH of 5.5 with acetic acid, and the precipitated crystals were collected by filtration, washed with 10 ml of water and dried to obtain 0.4 g of 6-(4-chlorophenyl)-1-(4-fluorophenyl)-4-... Reaction SMILES: [Cl:1][C:2]1[CH:7]=[CH:6][C:5]([C:8]2[N:9]([C:19]3[CH:24]=[CH:23][C:22]([F:25])=[CH:21][CH:20]=3)[CH:10]=[C:11]([C:16](=[O:18])[CH:17]=2)[C:12]([O:14]C)=[O:13])=[CH:4][CH:3]=1.C(O)(=O)C>CO.[OH-].[Na+]>[Cl:1][C:2]1[CH:3]=[CH:4][C:5]([C:8]2[N:9]([C:19]3[CH:20]=[CH:21][C:22]([F:25])=[CH:23][CH:24]=3)[CH:10]=[C:11]([C:16](=[O:18])[CH:17]=2)[C:12]([OH:14])=[O:13])=[CH:6][CH:7]=1 |f:3.4|. The yield is 83.3%. The solvent is CO (methanol), [OH-].[Na+] (sodium hydroxide). The product is ClC1=CC=C(C=C1)C=1N(C=C(C(=O)O)C(C1)=O)C1=CC=C(C=C1)F (6-(4-chlorophenyl)-1-(4-fluorophenyl)-4-oxo-1,4-dihydronicotinic acid). Reactants: ClC1=CC=C(C=C1)C=1N(C=C(C(=O)OC)C(C1)=O)C1=CC=C(C=C1)F (methyl 6-(4-chlorophenyl)-1-(4-fluorophenyl)-4-oxo-1,4-dihydronicotinate), C(C)(=O)O (acetic acid). The reactants are C(C)(C)(C)OC(=O)N1C[C@@H](OCC1)C1=CC=C(C=C1)NC1=CC=C(C=C1)Cl ((S)-2-[4-(4-chloro-phenylamino)-phenyl]-morpholine-4-carboxylic acid tert-butyl ester), [H-].[Na+] (sodium hydride), [H-].[Na+] (sodium hydride), IC (iodomethane), IC (Iodomethane), [Na+].[Cl-] (NaCl). Solvent: CN(C)C=O (DMF). Run at time 15 minute. Yields the product C(C)(C)(C)OC(=O)N1C[C@@H](OCC1)C1=CC=C(C=C1)N(C)C1=CC=C(C=C1)Cl ((S)-2-{4-[(4-chloro-phenyl)-methyl-amino]-phenyl}-morpholine-4-carboxylic acid tert-butyl ester). Isolated yield 78.8%. As a reaction SMILES: [C:1]([O:5][C:6]([N:8]1[CH2:13][CH2:12][O:11][C@@H:10]([C:14]2[CH:19]=[CH:18][C:17]([NH:20][C:21]3[CH:26]=[CH:25][C:24]([Cl:27])=[CH:23][CH:22]=3)=[CH:16][CH:15]=2)[CH2:9]1)=[O:7])([CH3:4])([CH3:3])[CH3:2].[H-].[Na+].I[CH3:31].[Na+].[Cl-]>CN(C=O)C>[C:1]([O:5][C:6]([N:8]1[CH2:13][CH2:12][O:11][C@@H:10]([C:14]2[CH:19]=[CH:18][C:17]([N:20]([C:21]3[CH:22]=[CH:23][C:24]([Cl:27])=[CH:25][CH:26]=3)[CH3:31])=[CH:16][CH:15]=2)[CH2:9]1)=[O:7])([CH3:4])([CH3:2])[CH3:3] |f:1.2,4.5|. Procedure: To a stirred solution of (S)-2-[4-(4-chloro-phenylamino)-phenyl]-morpholine-4-carboxylic acid tert-butyl ester (60 mg) in DMF (2 ml) was added sodium hydride (6.2 mg) and stirring was continued at room temperature for 15 min. Iodomethane (24.3 mg) was then added dropwise. The reaction mixture was stirred at room temperature for 1 h. TLC at t=1 h showed the reaction was incomplete with some starting material remaining A second portion of sodium hydride (6.2 mg) was added. After stirring at room t... Reactants: CCO, [Cl-], [Fe], [NH4+], CCOC(=O)Cn1c(=O)sc2cc([N+](=O)[O-])c(Cl)cc21, O. Yields the product CCOC(=O)Cn1c(=O)sc2cc(N)c(Cl)cc21. Reaction SMILES: [CH3:1][CH2:2][OH:3].[Cl-:4].[Fe:26].[NH4+:5].[O:6]=[c:7]1[s:8][c:9]2[c:10]([n:11]1[CH2:12][C:13](=[O:14])[O:15][CH2:16][CH3:17])[cH:18][c:19]([Cl:25])[c:20]([N+:22]([O-:23])=[O:24])[cH:21]2.[OH2:27]>>[O:6]=[c:7]1[s:8][c:9]2[c:10]([n:11]1[CH2:12][C:13](=[O:14])[O:15][CH2:16][CH3:17])[cH:18][c:19]([Cl:25])[c:20]([NH2:22])[cH:21]2. Reactants: C(C1=CC=CC=C1)OC1=NC=C(C=N1)N1CCOCC1 (4-(2-benzyloxy-pyrimidin-5-yl)-morpholine), Cl.O1CCOCC1 (HCl dioxane). Run at temperature 50 celsius. The product is Cl.N1(CCOCC1)C=1C=NC(=NC1)O (5-Morpholin-4-yl-pyrimidin-2-ol hydrochloride). Reaction SMILES: C([O:8][C:9]1[N:14]=[CH:13][C:12]([N:15]2[CH2:20][CH2:19][O:18][CH2:17][CH2:16]2)=[CH:11][N:10]=1)C1C=CC=CC=1.[ClH:21].O1CCOCC1>>[ClH:21].[N:15]1([C:12]2[CH:13]=[N:14][C:9]([OH:8])=[N:10][CH:11]=2)[CH2:16][CH2:17][O:18][CH2:19][CH2:20]1 |f:1.2,3.4|. Reported procedure: 4N—HCl/dioxane (100 ml) was added to 4-(2-benzyloxy-pyrimidin-5-yl)-morpholine (8.4 g) and the resulting suspension was stirred at 50° C. for an hour. The reaction mixture was cooled to room temperature and the precipitated solid was collected by filtration, washed with hexane, dried to give the titled compound (7.49 g). MS (m/z): 182 [M+H]+. Solvent: CN(C)C=O (DMF). Reactants: CC1(OB(OC1(C)C)C=1C=NN(C1)[C@@H]1CN(CCC1)C(=O)OC(C)(C)C)C ((S)-tert-Butyl 3-(4-(4,4,5,5-tetramethyl-1,3,2-dioxaborolan-2-yl)-1H-pyrazol-1-yl)piperidine-1-carboxylate), CC1(OB(OC1(C)C)C=1C=NN(C1)[C@@H]1CN(CCC1)C(=O)OC(C)(C)C)C ((S)-tert-Butyl 3-(4-(4,4,5,5-tetramethyl-1,3,2-dioxaborolan-2-yl)-1H-pyrazol-1-yl)piperidine-1-carboxylate), BrC=1C=C(C(=NC1)N)C1=NN=NN1C1=C(C(=C(C=C1)OC)F)F (5-bromo-3-(1-(2,3-difluoro-4-methoxyphenyl)-1H-tetrazol-5-yl)pyridin-2-amine), BrC=1C=C(C(=NC1)N)C1=NN=NN1C1=C(C(=C(C=C1)OC)F)F (5-bromo-3-(1-(2,3-difluoro-4-methoxyphenyl)-1H-tetrazol-5-yl)pyridin-2-amine), [F-].[Cs+] (CsF). As a reaction SMILES: CC1(C)C(C)(C)OB([C:9]2[CH:10]=[N:11][N:12]([C@H:14]3[CH2:19][CH2:18][CH2:17][N:16]([C:20]([O:22][C:23]([CH3:26])([CH3:25])[CH3:24])=[O:21])[CH2:15]3)[CH:13]=2)O1.Br[C:29]1[CH:30]=[C:31]([C:36]2[N:40]([C:41]3[CH:46]=[CH:45][C:44]([O:47][CH3:48])=[C:43]([F:49])[C:42]=3[F:50])[N:39]=[N:38][N:37]=2)[C:32]([NH2:35])=[N:33][CH:34]=1.[F-].[Cs+]>CN(C=O)C.C1(P(C2C=CC=CC=2)[C-]2C=CC=C2)C=CC=CC=1.[C-]1(P(C2C=CC=CC=2)C2C=CC=CC=2)C=CC=C1.[Fe+2].[Pd](Cl)Cl>[NH2:35][C:32]1[N:33]=[CH:34][C:29]([C:9]2[CH:10]=[N:11][N:12]([C@H:14]3[CH2:19][CH2:18][CH2:17][N:16]([C:20]([O:22][C:23]([CH3:24])([CH3:25])[CH3:26])=[O:21])[CH2:15]3)[CH:13]=2)=[CH:30][C:31]=1[C:36]1[N:40]([C:41]2[CH:46]=[CH:45][C:44]([O:47][CH3:48])=[C:43]([F:49])[C:42]=2[F:50])[N:39]=[N:38][N:37]=1 |f:2.3,5.6.7|. Yields the product NC1=C(C=C(C=N1)C=1C=NN(C1)[C@@H]1CN(CCC1)C(=O)OC(C)(C)C)C1=NN=NN1C1=C(C(=C(C=C1)OC)F)F ((S)-tert-Butyl 3-(4-(6-amino-5-(1-(2,3-difluoro-4-methoxyphenyl)-1H-tetrazol-5-yl)pyridin-3-yl)-1H-pyrazol-1-yl)piperidine-1-carboxylate). Run at temperature 120 celsius, time 1 hour. The reagents and catalysts are [Pd](Cl)Cl (palladium dichloride), C1(=CC=CC=C1)P([C-]1C=CC=C1)C1=CC=CC=C1.[C-]1(C=CC=C1)P(C1=CC=CC=C1)C1=CC=CC=C1.[Fe+2] (1,1′-Bis(diphenylphosphino)ferrocene). Procedure: A solution of (S)-tert-Butyl 3-(4-(4,4,5,5-tetramethyl-1,3,2-dioxaborolan-2-yl)-1H-pyrazol-1-yl)piperidine-1-carboxylate (Compound 1099, 642 mg, 1.70 mmol), 5-bromo-3-(1-(2,3-difluoro-4-methoxyphenyl)-1H-tetrazol-5-yl)pyridin-2-amine (Compound 1100, 543 mg, 1.418 mmol), and CsF (1.5 M, 2.84 mL, 4.26 mmol) in 7 mL DMF was degassed with nitrogen for 30 minutes, at which point 1,1′-Bis(diphenylphosphino)ferrocene]palladium dichloride (174 mg, 0.212 mmol) was added and the mixture was degassed an ad... Yields the product COC1=C(C=O)C=CC(=C1C1=CC=CC=C1)OC (2,4-Dimethoxy-3-phenylbenzaldehyde). Starting materials: C1(=CC=CC=C1)C1=C(C=CC=C1OC)OC (2-phenyl-1,3-dimethoxybenzene), ClC=1C(=C(C=O)C=CC1OC)OC (3-Chloro-2,4-dimethoxybenzaldehyde). Isolated yield 95.0%. Reported procedure: Compound 2c was synthesized from 1c in 95% yield using the procedure described for 2a. 1H NMR(acetone-d6): δ 10.28 (s, 1H), 7.88 (d, J=8.8 Hz, 1H), 7.42–7.49 (m, 5H), 7.10 (d, J=8.8 Hz, 1H), 3.89 (s, 3H), 3.48 (s, 3H). As a reaction SMILES: [C:1]1([C:7]2[C:12]([O:13][CH3:14])=[CH:11][CH:10]=[CH:9][C:8]=2[O:15][CH3:16])[CH:6]=[CH:5][CH:4]=[CH:3][CH:2]=1.ClC1C(OC)=C(C=CC=1OC)[CH:21]=[O:22]>>[CH3:16][O:15][C:8]1[C:7]([C:1]2[CH:2]=[CH:3][CH:4]=[CH:5][CH:6]=2)=[C:12]([O:13][CH3:14])[CH:11]=[CH:10][C:9]=1[CH:21]=[O:22]. The reactants are C(C)(C)(C)OC(=O)N[C@@H](CC(C)C)C(=O)O (N-t-butoxycarbonylleucine), CC(C)([O-])C.[K+] (potassium t-butoxide), O (water), C(C)[C@@H]1[C@@H]([C@]2(C)[C@@H](C1)[C@@H]1CCC3=CC(CC[C@@H]3[C@H]1CC2)=O)OC(CBr)=O (16β-ethyl-17β-bromoacetoxy-4-estren-3-one). Run in CC(=O)C (acetone). Yields the product C(C)[C@@H]1[C@@H]([C@]2(C)[C@@H](C1)[C@@H]1CCC3=CC(CC[C@@H]3[C@H]1CC2)=O)OC(COC([C@@H](NC(=O)OC(C)(C)C)CC(C)C)=O)=O (16β-Ethyl-17β-(N-t-butoxycarbonylleucyl)oxyacetoxy-4-estren-3-one). Yield: 80.5%. Reaction SMILES: [C:1]([O:5][C:6]([NH:8][C@H:9]([C:14]([OH:16])=[O:15])[CH2:10][CH:11]([CH3:13])[CH3:12])=[O:7])([CH3:4])([CH3:3])[CH3:2].CC(C)([O-])C.[K+].O.[CH2:24]([C@H:26]1[CH2:31][C@H:30]2[C@H:32]3[C@H:41]([CH2:42][CH2:43][C@:28]2([CH3:29])[C@H:27]1[O:45][C:46](=[O:49])[CH2:47]Br)[C@@H:40]1[C:35](=[CH:36][C:37](=[O:44])[CH2:38][CH2:39]1)[CH2:34][CH2:33]3)[CH3:25]>CC(C)=O>[CH2:24]([C@H:26]1[CH2:31][C@H:30]2[C@H:32]3[C@H:41]([CH2:42][CH2:43][C@:28]2([CH3:29])[C@H:27]1[O:45][C:46](=[O:49])[CH2:47][O:15][C:14](=[O:16])[C@H:9]([CH2:10][CH:11]([CH3:12])[CH3:13])[NH:8][C:6]([O:5][C:1]([CH3:3])([CH3:2])[CH3:4])=[O:7])[C@@H:40]1[C:35](=[CH:36][C:37](=[O:44])[CH2:38][CH2:39]1)[CH2:34][CH2:33]3)[CH3:25] |f:1.2|. Reported procedure: In 40 ml of acetone is dissolved 1.2 g of N-t-butoxycarbonylleucine, and 1.2 g of potassium t-butoxide and 8 ml of water are added, followed by addition of 1.1 g of 16β-ethyl-17β-bromoacetoxy-4-estren-3-one. The mixture is refluxed for 12 hours. The solvent is then distilled off under reduced pressure and the residue is extracted with 150 ml of ethyl acetate. The organic layer is separated, washed with water and saturated aqueous sodium chloride solution and dried over anhydrous magnesium sulfat...